From a dataset of the Open Reaction Database (ORD), a public repository of structured organic reaction records. describe an organic reaction: reactants, conditions, products, and yield Reactants: CC=CCC1CCC(O)C1, CC(=O)Cl, Cl, c1ccccc1, c1ccncc1. Yields the product CC=CCC1CCC(OC(C)=O)C1. RXN SMILES: [CH2:5]([CH:6]=[CH:7][CH3:8])[CH:9]1[CH2:10][CH:11]([OH:14])[CH2:12][CH2:13]1.[CH3:1][C:2]([Cl:3])=[O:4].[ClH:15].[cH:16]1[cH:17][cH:18][cH:19][cH:20][cH:21]1.[cH:22]1[cH:23][cH:24][n:25][cH:26][cH:27]1>>[CH3:1][C:2](=[O:4])[O:14][CH:11]1[CH2:10][CH:9]([CH2:5][CH:6]=[CH:7][CH3:8])[CH2:13][CH2:12]1. Reactants: NC1=NC2=CC(=C(C=C2N=C1OCC)Cl)Cl (2-amino-6,7-dichloro-3-ethoxy-quinoxaline), BrCC(C(=O)OCC)=O (ethyl bromopyruvate). Run in CC(C)C (dimethylethane). Product: C(C)OC=1C=2N(C3=CC(=C(C=C3N1)Cl)Cl)C=C(N2)C(=O)OCC (ethyl 4-ethoxy-7,8-dichloroimidazo-[1,2-a]-quinoxaline-2-carboxylate). Yield: 10.9%. RXN SMILES: [NH2:1][C:2]1[C:11]([O:12][CH2:13][CH3:14])=[N:10][C:9]2[C:4](=[CH:5][C:6]([Cl:16])=[C:7]([Cl:15])[CH:8]=2)[N:3]=1.Br[CH2:18][C:19](=O)[C:20]([O:22][CH2:23][CH3:24])=[O:21]>CC(C)C>[CH2:13]([O:12][C:11]1[C:2]2[N:3]([CH:18]=[C:19]([C:20]([O:22][CH2:23][CH3:24])=[O:21])[N:1]=2)[C:4]2[C:9]([N:10]=1)=[CH:8][C:7]([Cl:15])=[C:6]([Cl:16])[CH:5]=2)[CH3:14]. Procedure: A solution of 1 g of the product of Step A, 1 g of ethyl bromopyruvate and 50 ml of dimethylethane was stirred at room temperature for 5 days and the mixture was filtered to recover 0.51 g of a white crystalline solid. The latter was chromatographed over silica gel and was eluted with chloroform to obtain 0.15 g of ethyl 4-ethoxy-7,8-dichloroimidazo-[1,2-a]-quinoxaline-2-carboxylate in the form of a white crystalline solid melting at 256°-258° C. Starting materials: O=C(O)c1ccc(F)c(Br)n1, CCOC(C)=O, CC1CC(c2ccncc2N)CC2C1OC(=O)N2C(=O)OC(C)(C)C. Product: CC1CC(c2ccncc2NC(=O)c2ccc(F)c(Br)n2)CC2C1OC(=O)N2C(=O)OC(C)(C)C. As a reaction SMILES: [Br:26][c:27]1[c:28]([F:36])[cH:29][cH:30][c:31]([C:33](=[O:34])[OH:35])[n:32]1.[CH3:37][CH2:38][O:39][C:40]([CH3:41])=[O:42].[NH2:1][c:2]1[cH:3][n:4][cH:5][cH:6][c:7]1[CH:8]1[CH2:9][CH:10]([CH3:25])[CH:11]2[CH:12]([N:13]([C:17](=[O:18])[O:19][C:20]([CH3:21])([CH3:22])[CH3:23])[C:14](=[O:16])[O:15]2)[CH2:24]1>>[NH:1]([c:2]1[cH:3][n:4][cH:5][cH:6][c:7]1[CH:8]1[CH2:9][CH:10]([CH3:25])[CH:11]2[CH:12]([N:13]([C:17](=[O:18])[O:19][C:20]([CH3:21])([CH3:22])[CH3:23])[C:14](=[O:16])[O:15]2)[CH2:24]1)[C:33]([c:31]1[cH:30][cH:29][c:28]([F:36])[c:27]([Br:26])[n:32]1)=[O:34]. Starting materials: methansulfonyl ester, O=C1N(C(C2=CC=CC=C12)=O)CC1OC2=C(CC1)SC(=C2C(=O)O)NC(=O)OCC2C1=CC=CC=C1C=1C=CC=CC21 (5-(1,3-dioxo-1,3-dihydro-isoindol-2-ylmethyl)-2-(9H-fluoren-9-ylmethoxy-carbonylamino)-4,7-dihydro-5H-thieno[2,3]pyran-3-carboxylic acid), C([O-])([O-])=O.[Cs+].[Cs+] (Cesium carbonate). Solvent: CN1C(CCC1)=O (N-methylpyrrolidinone). Conditions: time 16 hour. Yields the product O=C1N(C(C2=CC=CC=C12)=O)CC1CC2=C(CO1)SC(=C2C(=O)O)NC(=O)OCC2C1=CC=CC=C1C=1C=CC=CC21 (5-(1,3-dioxo-1,3-dihydro-isoindol-2-ylmethyl)-2-(9H-fluoren-9-ylmethoxy-carbonylamino)-4,7-dihydro-5H-thieno[2,3-c]pyran-3-carboxylic acid). RXN SMILES: [O:1]=[C:2]1[C:10]2[C:5](=[CH:6][CH:7]=[CH:8][CH:9]=2)[C:4](=[O:11])[N:3]1[CH2:12][CH:13]1[CH2:18][CH2:17][C:16]2[S:19][C:20]([NH:25][C:26]([O:28][CH2:29][CH:30]3[C:42]4[CH:41]=[CH:40][CH:39]=[CH:38][C:37]=4[C:36]4[C:31]3=[CH:32][CH:33]=[CH:34][CH:35]=4)=[O:27])=[C:21]([C:22]([OH:24])=[O:23])[C:15]=2[O:14]1.C(=O)([O-])[O-].[Cs+].[Cs+]>CN1CCCC1=O>[O:11]=[C:4]1[C:5]2[C:10](=[CH:9][CH:8]=[CH:7][CH:6]=2)[C:2](=[O:1])[N:3]1[CH2:12][CH:13]1[O:14][CH2:15][C:16]2[S:19][C:20]([NH:25][C:26]([O:28][CH2:29][CH:30]3[C:42]4[CH:41]=[CH:40][CH:39]=[CH:38][C:37]=4[C:36]4[C:31]3=[CH:32][CH:33]=[CH:34][CH:35]=4)=[O:27])=[C:21]([C:22]([OH:24])=[O:23])[C:17]=2[CH2:18]1 |f:1.2.3|. Procedure details: To the above Wang-Resin methansulfonyl ester and 5-(1,3-dioxo-1,3-dihydro-isoindol-2-ylmethyl)-2-(9H-fluoren-9-ylmethoxy-carbonylamino)-4,7-dihydro-5H-thieno[2,3]pyran-3-carboxylic acid (4.85 g, 8.4 mmol) was added N-methylpyrrolidinone (45 ml). Cesium carbonate (2.2 g, 6.7 mmol) was added and the reaction stirred under nitrogen for 16 h and then at 80° C. for 36 h. The mixture was cooled to room temperature, the resin filtered off, washed with water, methanol, and dichloromethane repeatedly and... The reactants are ClC1=NC=NC(=C1C#N)Cl (4,6-dichloro-pyrimidine-5-carbonitrile), C([O-])([O-])=O.[K+].[K+] (potassium carbonate), CSC1=CC=C(C=N1)N (6-Methylsulfanyl-pyridin-3-ylamine). Run in CN(C)C=O (DMF). Conditions: time 1.5 hour. Yields the product ClC1=NC=NC(=C1C#N)NC=1C=NC(=CC1)SC (4-Chloro-6-(6-methylsulfanyl-pyridin-3-ylamino)-pyrimidine-5-carbonitrile). RXN SMILES: [CH3:1][S:2][C:3]1[N:8]=[CH:7][C:6]([NH2:9])=[CH:5][CH:4]=1.[Cl:10][C:11]1[C:16]([C:17]#[N:18])=[C:15](Cl)[N:14]=[CH:13][N:12]=1.C(=O)([O-])[O-].[K+].[K+]>CN(C=O)C>[Cl:10][C:11]1[C:16]([C:17]#[N:18])=[C:15]([NH:9][C:6]2[CH:7]=[N:8][C:3]([S:2][CH3:1])=[CH:4][CH:5]=2)[N:14]=[CH:13][N:12]=1 |f:2.3.4|. Procedure details: 6-Methylsulfanyl-pyridin-3-ylamine (500.0 mg, 3.57 mmol, 1.0 equivalent) in DMF (1 mL) was added drop wise to a suspension of 4,6-dichloro-pyrimidine-5-carbonitrile (616.9 mg, 3.57 mmol, 1.0 equivalent), potassium carbonate (542.1 mg, 3.92 mmol, 1.1 equivalent) at 0° C. under stirring. The reaction was left reacting at room temperature for 1.5 hours. Product was crystallized using ethyl acetate, hexane getting a yellow solid as product (650.00 mg, 65.62%). LCMS (ESI) for C11H8ClN5S: m/z 278.0 (M...